Dataset: the Open Reaction Database (ORD), a public repository of structured organic reaction records. Task: describe an organic reaction: reactants, conditions, products, and yield The reactants are COC1=CC=C(C=C1)S(=O)(=O)Cl (4-Methoxybenzene-1-sulfonyl chloride), CN (methanamine). The solvent is ClCCl (dichloromethane). Conditions: time 2 hour. Yields the product COC1=CC=C(C=C1)S(=O)(=O)NC (4-Methoxy-N-methylbenzenesulfonamide). Isolated yield 104.7%. As a reaction SMILES: [CH3:1][O:2][C:3]1[CH:8]=[CH:7][C:6]([S:9](Cl)(=[O:11])=[O:10])=[CH:5][CH:4]=1.[CH3:13][NH2:14]>ClCCl>[CH3:1][O:2][C:3]1[CH:8]=[CH:7][C:6]([S:9]([NH:14][CH3:13])(=[O:11])=[O:10])=[CH:5][CH:4]=1. Procedure: 4-Methoxybenzene-1-sulfonyl chloride (1 g, 4.84 mmol) was dissolved in dichloromethane (15 mL) and was treated with methanamine (9.7 ml, 19.40 mmol). The reaction mixture was stirred at room temperature for two hours. The crude was filtered and washed with dichloromethane to give 1.02 g (100% yield) of the title compound as a white solid. Purity 95%. Reactants: C(C)(=O)OC\1C(CCC(CC(=O)OC(C(/C=C1)C)\C(=C\C=C\C(CC1C(C(C(CC)C(=O)OC2=CC=C(C=C2)[N+](=O)[O-])C)O1)C)\C)C(=O)OC1=CC=C(C=C1)[N+](=O)[O-])(C)O ((8E,12E,14E)-7-Acetoxy-6-hydroxy-6,10,12,16,20-pentamethyl-3,21-di(4-nitro-phenylcarboxy)-18,19-epoxytricosa-8,12,14-trien-11-olide), C(C)NCC (diethylamine). Run in O1CCCC1 (tetrahydrofuran), C(C)(=O)OCC (ethyl acetate). Reaction conditions: time 21 hour. The product is C(C)(=O)OC\1C(CCC(CC(=O)OC(C(/C=C1)C)\C(=C\C=C\C(CC1C(C(C(CC)OC(N(CC)CC)=O)C)O1)C)\C)OC(N(CC)CC)=O)(C)O ((8E,12E,14E)-7-Acetoxy-3,21-bis(diethylcarbamoyloxy)-6-hydroxy-6,10,12,16,20-pentamethyl-18,19-epoxytricosa-8,12,14-trien-11-olide). Yield: 100.0%. Reaction SMILES: [C:1]([O:4][CH:5]1[C:6]([OH:60])([CH3:59])CCC(C(OC2C=CC([N+]([O-])=O)=CC=2)=O)[CH2:10][C:11]([O:13][CH:14](/[C:19](/[CH3:46])=[CH:20]/[CH:21]=[CH:22]/[CH:23]([CH3:45])[CH2:24][CH:25]2[O:44][CH:26]2[CH:27]([CH3:43])C(C(OC2C=CC([N+]([O-])=O)=CC=2)=O)CC)[CH:15]([CH3:18])[CH:16]=[CH:17]1)=[O:12])(=[O:3])[CH3:2].[CH2:61]([NH:63][CH2:64][CH3:65])[CH3:62]>O1CCCC1.C(OCC)(=O)C>[C:1]([O:4][CH:5]1[C:6]([OH:60])([CH3:59])[CH2:16][CH2:17][CH:5]([O:4][C:1](=[O:3])[N:63]([CH2:64][CH3:65])[CH2:61][CH3:62])[CH2:10][C:11]([O:13][CH:14](/[C:19](/[CH3:46])=[CH:20]/[CH:21]=[CH:22]/[CH:23]([CH3:45])[CH2:24][CH:25]2[O:44][CH:26]2[CH:27]([CH3:43])[CH:14]([O:13][C:11](=[O:12])[N:63]([CH2:64][CH3:65])[CH2:61][CH3:62])[CH2:15][CH3:18])[CH:15]([CH3:18])[CH:16]=[CH:17]1)=[O:12])(=[O:3])[CH3:2]. Procedure: (8E,12E,14E)-7-Acetoxy-6-hydroxy-6,10,12,16,20-pentamethyl-3,21-di(4-nitro-phenylcarboxy)-18,19-epoxytricosa-8,12,14-trien-11-olide (12.6 mg) was dissolved in tetrahydrofuran (0.5 mL), and diethylamine (20 μL) was added thereto, followed by stirring for 21.0 hours. The reaction solution was diluted with ethyl acetate (20 mL), and washed with purified water (4 mL) twice and brine (4 mL). The resulting organic layer was dried over anhydrous sodium sulfate, filtered and then concentrated. The resul... Starting materials: C(C1=CC=CC=C1)OC=1C(=NN2C1C(N(CC2C=2N=C(SC2)C)C)=O)C(=O)OCC (ethyl 3-(benzyloxy)-5-methyl-7-(2-methyl-1,3-thiazol-4-yl)-4-oxo-4,5,6,7-tetrahydropyrazolo[1,5-a]pyrazine-2-carboxylate), B(Br)(Br)Br (boron tribromide). Solvent: C(Cl)Cl (CH2Cl2), C(Cl)Cl (CH2Cl2). Reaction conditions: time 8 hour. The product is OC=1C(=NN2C1C(N(CC2C=2N=C(SC2)C)C)=O)C(=O)OCC (Ethyl 3-hydroxy-5-methyl-7-(2-methyl-1,3-thiazol-4-yl)-4-oxo-4,5,6,7-tetrahydropyrazolo[1,5-a]pyrazine-2-carboxylate). Reaction SMILES: C([O:8][C:9]1[C:10]([C:26]([O:28][CH2:29][CH3:30])=[O:27])=[N:11][N:12]2[CH:17]([C:18]3[N:19]=[C:20]([CH3:23])[S:21][CH:22]=3)[CH2:16][N:15]([CH3:24])[C:14](=[O:25])[C:13]=12)C1C=CC=CC=1.B(Br)(Br)Br>C(Cl)Cl>[OH:8][C:9]1[C:10]([C:26]([O:28][CH2:29][CH3:30])=[O:27])=[N:11][N:12]2[CH:17]([C:18]3[N:19]=[C:20]([CH3:23])[S:21][CH:22]=3)[CH2:16][N:15]([CH3:24])[C:14](=[O:25])[C:13]=12. Procedure details: To a solution of ethyl 3-(benzyloxy)-5-methyl-7-(2-methyl-1,3-thiazol-4-yl)-4-oxo-4,5,6,7-tetrahydropyrazolo[1,5-a]pyrazine-2-carboxylate (64 mg, 0.150 mmol) in anhydrous CH2Cl2 at 0° C. was added 2.0M boron tribromide in CH2Cl2 (112 μL, 0.225 mmol). The reaction was stirred at room temperature overnight, and the solvent was removed in vacuo. The resulting residue was dissolved in 0.025M H2SO4 in EtOH (1.2 mL) and heated to reflux overnight. Purification by reverse phase chromatography on a C-18... The reactants are CCOCC, COc1nccnc1-c1ccc(F)cc1, [Li]C, O. The product is COc1nc(C)cnc1-c1ccc(F)cc1. As a reaction SMILES: [CH2:16]([O:17][CH2:18][CH3:19])[CH3:20].[F:1][c:2]1[cH:3][cH:4][c:5](-[c:8]2[n:9][cH:10][cH:11][n:12][c:13]2[O:14][CH3:15])[cH:6][cH:7]1.[Li:21][CH3:22].[OH2:23]>>[F:1][c:2]1[cH:3][cH:4][c:5](-[c:8]2[n:9][cH:10][c:11]([CH3:16])[n:12][c:13]2[O:14][CH3:15])[cH:6][cH:7]1. Starting materials: C(C)(C)(C1=CC=CC=C1)OOC(C)(C)C1=CC=CC=C1 (dicumyl peroxide), resultant solution, C1(\C=C/C(=O)O1)=O (maleic anhydride). Solvent: CC(=O)C (acetone). Yields the product C=CC (propylene), C1(\C=C/C(=O)O1)=O (maleic anhydride). RXN SMILES: [C:1]1(=[O:7])[O:6][C:4](=[O:5])[CH:3]=[CH:2]1.C(OOC(C1C=CC=CC=1)(C)C)(C1C=CC=CC=1)(C)C>CC(C)=O>[CH2:1]=[CH:2][CH3:3].[C:4]1(=[O:5])[O:6][C:1](=[O:7])[CH:2]=[CH:3]1. Procedure: Then, to the resultant solution were dropwise added 5 g of maleic anhydride and 0.5 g of dicumyl peroxide over a period of 4 hours, followed by further heating for another 2 hours. Thereafter, the solution was allowed to stand for cooling and then introduced into acetone to obtain a propylene homopolymer graft-modified with maleic anhydride (i.e., the aforesaid component (c-1), hereinafter called "GPP-1" for short). Starting materials: N[C@@H](CC1=CN(C2=CC=CC=C12)C(=O)OC(C)(C)C)C(=O)O (Trp(Boc)), N[C@H](CCCNC(NS(=O)(=O)C1=C(C)C(C)=C2OC(C)(C)CC2=C1C)=N)C(=O)O (D-Arg(Pbf)), N[C@@H](CC(C)C)C(=O)O (Leu), Amide MBHA Resin, 433A, peptide. The product is N[C@@H](CC(C)C)C(=O)N[C@H](CCCNC(NS(=O)(=O)C1=C(C)C(C)=C2OC(C)(C)CC2=C1C)=N)C(=O)N[C@@H](CC1=CN(C2=CC=CC=C12)C(=O)OC(C)(C)C)C(=O)O (H-Leu-D-Arg(Pbf)-Trp(Boc)), Amide MBHA resin. Reaction SMILES: [NH2:1][C@H:2]([C:20]([OH:22])=[O:21])[CH2:3][C:4]1[C:12]2[C:7](=[CH:8][CH:9]=[CH:10][CH:11]=2)[N:6]([C:13]([O:15][C:16]([CH3:19])([CH3:18])[CH3:17])=[O:14])[CH:5]=1.[NH2:23][C@@H:24]([C:49](O)=[O:50])[CH2:25][CH2:26][CH2:27][NH:28][C:29](=[NH:48])[NH:30][S:31]([C:34]1[C:46]([CH3:47])=[C:45]2[C:39]([O:40][C:41]([CH2:44]2)([CH3:43])[CH3:42])=[C:37]([CH3:38])[C:35]=1[CH3:36])(=[O:33])=[O:32].[NH2:52][C@H:53]([C:58](O)=[O:59])[CH2:54][CH:55]([CH3:57])[CH3:56]>>[NH2:52][C@H:53]([C:58]([NH:23][C@@H:24]([C:49]([NH:1][C@H:2]([C:20]([OH:22])=[O:21])[CH2:3][C:4]1[C:12]2[C:7](=[CH:8][CH:9]=[CH:10][CH:11]=2)[N:6]([C:13]([O:15][C:16]([CH3:19])([CH3:17])[CH3:18])=[O:14])[CH:5]=1)=[O:50])[CH2:25][CH2:26][CH2:27][NH:28][C:29](=[NH:48])[NH:30][S:31]([C:34]1[C:46]([CH3:47])=[C:45]2[C:39]([O:40][C:41]([CH2:44]2)([CH3:42])[CH3:43])=[C:37]([CH3:38])[C:35]=1[CH3:36])(=[O:33])=[O:32])=[O:59])[CH2:54][CH:55]([CH3:57])[CH3:56]. Procedure: Trp(Boc), D-Arg(Pbf) and Leu were introduced in this order into 178 mg of Rink Amide MBHA Resin (0.56 mmol/g) on an ABI 433A peptide synthesizer to produce H-Leu-D-Arg(Pbf)-Trp(Boc)-Rink Amide MBHA resin. Separately, 116.3 mg (0.4 mmol) of Fmoc-NHNH2.HCl was suspended in 1 mL of DMF, and under ice cooling a suspension of 61.6 mg (0.38 mmol) of CDI in 10 ml of THF was added thereto. Subsequently, 139.4 μl (0.8 mmol) of DIEA was added to the mixture, followed by stirring at room temperature for an... Reactants: CCOc1cc(C(C)(C)C)ncc1C1=NC(C)(c2ccc(Cl)cc2)C(C)(c2ccc(Cl)cc2)N1C(=O)N1CCC(CC(=O)O)CC1, Cc1cccc(CCN)c1. The product is CCOc1cc(C(C)(C)C)ncc1C1=NC(C)(c2ccc(Cl)cc2)C(C)(c2ccc(Cl)cc2)N1C(=O)N1CCC(CC(=O)NCCc2cccc(C)c2)CC1. RXN SMILES: [C:1]([CH3:2])([CH3:3])([CH3:4])[c:5]1[cH:6][c:7]([O:44][CH2:45][CH3:46])[c:8]([C:11]2=[N:15][C:14]([CH3:16])([c:17]3[cH:18][cH:19][c:20]([Cl:23])[cH:21][cH:22]3)[C:13]([CH3:24])([c:25]3[cH:26][cH:27][c:28]([Cl:31])[cH:29][cH:30]3)[N:12]2[C:32](=[O:33])[N:34]2[CH2:35][CH2:36][CH:37]([CH2:40][C:41](=[O:42])[OH:43])[CH2:38][CH2:39]2)[cH:9][n:10]1.[c:47]1([CH3:56])[cH:48][c:49]([CH2:53][CH2:54][NH2:55])[cH:50][cH:51][cH:52]1>>[C:1]([CH3:2])([CH3:3])([CH3:4])[c:5]1[cH:6][c:7]([O:44][CH2:45][CH3:46])[c:8]([C:11]2=[N:15][C:14]([CH3:16])([c:17]3[cH:18][cH:19][c:20]([Cl:23])[cH:21][cH:22]3)[C:13]([CH3:24])([c:25]3[cH:26][cH:27][c:28]([Cl:31])[cH:29][cH:30]3)[N:12]2[C:32](=[O:33])[N:34]2[CH2:35][CH2:36][CH:37]([CH2:40][C:41](=[O:42])[NH:55][CH2:54][CH2:53][c:49]3[cH:48][c:47]([CH3:56])[cH:52][cH:51][cH:50]3)[CH2:38][CH2:39]2)[cH:9][n:10]1. Reactants: [OH-].[Na+] (NaOH), Cl (HCl), [OH-].[Na+] (NaOH), crude product, [OH-].[Na+] (NaOH), [Cl-].[Na+] (sodium chloride), CC1=CC=C(O1)CCO (5-methyl-2-furylmethylcarbinol), [OH-].[Na+] (NaOH), Cl (HCl), Cl (hydrochloric acid). Solvent: O (water). Conditions: temperature 50 celsius, time 22 hour. The product is CC=1C(CC(C1C)O)=O (2-methyl-3-methyl-4-hydroxy-2-cyclopentenone). As a reaction SMILES: [CH3:1][C:2]1[O:6][C:5]([CH2:7][CH2:8]O)=[CH:4][CH:3]=1.[OH-:10].[Na+].Cl.[Cl-].[Na+]>O>[CH3:8][C:7]1[C:5](=[O:6])[CH2:4][CH:3]([OH:10])[C:2]=1[CH3:1] |f:1.2,4.5|. Reported procedure: In a reaction vessel, water (100 ml) and 5-methyl-2-furylmethylcarbinol (5 g) were charged, and the pH value was adjusted to 5.5 with an aqueous 1/3N NaOH solution and an aqueous 1/3N HCl solution. The temperature was elevated up to 100° C. to reflux, and the mixture was stirred under reflux for 16 hours while maintaining the pH value of 4.0 to 5.7 by the addition of an aqueous 1/3N NaOH solution and an aqueous 1/3N HCl solution. After cooling to 50° C., concentrated hydrochloric acid (10 g; cor... Starting materials: BrC1=CC=C(C(=O)O)C=C1 (4-bromobenzoic acid), 4A, C(C)(C)(C)Br (tert-butyl bromide). The reagents and catalysts are C([O-])([O-])=O.[Ag+2] (silver carbonate). Run in C(Cl)Cl (CH2Cl2). Conditions: temperature 0 celsius, time 20 hour. Yields the product C(C)(C)(C)OC(C1=CC=C(C=C1)Br)=O (tert-butyl-4-bromobenzoate). As a reaction SMILES: [Br:1][C:2]1[CH:10]=[CH:9][C:5]([C:6]([OH:8])=[O:7])=[CH:4][CH:3]=1.[C:11](Br)([CH3:14])([CH3:13])[CH3:12]>C(Cl)Cl.C(=O)([O-])[O-].[Ag+2]>[C:11]([O:7][C:6](=[O:8])[C:5]1[CH:9]=[CH:10][C:2]([Br:1])=[CH:3][CH:4]=1)([CH3:14])([CH3:13])[CH3:12] |f:3.4|. Procedure: To a stirred solution of 4-bromobenzoic acid (100 g, 0.5 mol) in dry CH2Cl2 (1.5 L) was added silver carbonate (275 g, 1 mol) and molecular sieves (4A, 100 g). The reaction mixture was cooled to 0° C. and then tert-butyl bromide (115 mL) was added dropwise over a period of 45 min. The reaction mixture was allowed to stir at Rt for 20 h and filtered off the solid. The filtrate was washed with an aqueous solution of NaHCO3 (10%), water, brine and dried. The solvent was removed under vacuum to the ...